From a dataset of the Open Reaction Database (ORD), a public repository of structured organic reaction records. describe an organic reaction: reactants, conditions, products, and yield Procedure details: A mixture of 12.9 g of the syn isomer of 2-(hydroxyimino)-2-(2-tritylamino-4-thiazolyl)-acetic acid, 60 ml of dry dimethylformamide and 7.6 ml of acetonitrile was stirred under an inert atmosphere until the mass solidified and the mixture stood for 65 hours in a closed atmosphere. The mass was poured into a mixture of 750 ml of water, 130 ml of N hydrochloric acid and 150 ml of ethyl acetate and the mixture was stirred and was vacuum filtered. The filter was rinsed with ethyl acetate and with wa... RXN SMILES: [OH:1][N:2]=[C:3]([C:7]1[N:8]=[C:9]([NH:12][C:13]([C:26]2[CH:31]=[CH:30][CH:29]=[CH:28][CH:27]=2)([C:20]2[CH:25]=[CH:24][CH:23]=[CH:22][CH:21]=2)[C:14]2[CH:19]=[CH:18][CH:17]=[CH:16][CH:15]=2)[S:10][CH:11]=1)[C:4]([OH:6])=[O:5].C[N:33]([CH3:36])C=O.[C:37](#[N:39])[CH3:38].Cl.[C:41](OCC)(=O)C>O>[C:37]([CH2:38][O:1][N:2]=[C:3]([C:7]1[N:8]=[C:9]([NH:12][C:13]([C:14]2[CH:19]=[CH:18][CH:17]=[CH:16][CH:15]=2)([C:26]2[CH:31]=[CH:30][CH:29]=[CH:28][CH:27]=2)[C:20]2[CH:21]=[CH:22][CH:23]=[CH:24][CH:25]=2)[S:10][CH:11]=1)[C:4]([O:6][CH2:41][C:36]#[N:33])=[O:5])#[N:39]. Reactants: ON=C(C(=O)O)C=1N=C(SC1)NC(C1=CC=CC=C1)(C1=CC=CC=C1)C1=CC=CC=C1 (2-(hydroxyimino)-2-(2-tritylamino-4-thiazolyl)-acetic acid), CN(C=O)C (dimethylformamide), C(C)#N (acetonitrile), Cl (hydrochloric acid), C(C)(=O)OCC (ethyl acetate). Conditions: time 65 hour. The solvent is O (water). The product is C(#N)CON=C(C(=O)OCC#N)C=1N=C(SC1)NC(C1=CC=CC=C1)(C1=CC=CC=C1)C1=CC=CC=C1 (cyanomethyl 2-(cyanomethyloxyimino)-2-(2-tritylamino-4-thiazolyl)-acetate). Starting materials: zeolite, C(CCC)C1=CC=C(C(=O)O)C=C1 (p-n-butyl benzoic acid), S(=O)(Cl)Cl (thionylchloride), S(=O)(Cl)Cl (thionylchloride), Cl (hydrogen-chloride), S(=O)=O (sulfur dioxide). Run in C1(=CC=CC=C1)C (toluene), C1(=CC=CC=C1)C (toluene). The product is C(CCC)C1=CC=C(C(=O)Cl)C=C1 (p-n-butyl benzoylchloride). As a reaction SMILES: [CH2:1]([C:5]1[CH:13]=[CH:12][C:8]([C:9](O)=[O:10])=[CH:7][CH:6]=1)[CH2:2][CH2:3][CH3:4].S(Cl)([Cl:16])=O.Cl.S(=O)=O>C1(C)C=CC=CC=1>[CH2:1]([C:5]1[CH:13]=[CH:12][C:8]([C:9]([Cl:16])=[O:10])=[CH:7][CH:6]=1)[CH2:2][CH2:3][CH3:4]. Reported procedure: A mixture of 1.1 g. of p-n-butyl benzoic acid, 2.5 g. of thionylchloride, 5 ml. of toluene and a small amount of zeolite was refluxed for about 4 hours to react them. After the reaction, excess of thionylchloride, dissolved hydrogen-chloride gas, sulfur dioxide gas, and toluene were vaporized to remove them by a rotary evaporator. A crude p-n-butyl benzoylchloride was obtained as a residue. On the other hand, 1.1 g. of 2,3-dichloroaniline was dissolved in 10 ml. of acetone and 1.3 g. of potassiu...